This data is from the Open Reaction Database (ORD), a public repository of structured organic reaction records. The task is: describe an organic reaction: reactants, conditions, products, and yield Reactants: FC(CNC1=CC(=C(C#N)C=C1)C(F)(F)F)(F)F (4-[(2,2,2-trifluoroethyl)amino]-2-(trifluoromethyl)benzonitrile), BrC(C(=O)OC(C)(C)C)CC (tert-butyl 2-bromobutanoate). Product: C(#N)C1=C(C=C(C=C1)N(C(C(=O)OC(C)(C)C)CC)CC(F)(F)F)C(F)(F)F (1,1-Dimethylethyl 2-[[4-cyano-3-(trifluoromethyl)phenyl](2,2,2-trifluoroethyl)amino]butanoate). RXN SMILES: [F:1][C:2]([F:18])([F:17])[CH2:3][NH:4][C:5]1[CH:12]=[CH:11][C:8]([C:9]#[N:10])=[C:7]([C:13]([F:16])([F:15])[F:14])[CH:6]=1.Br[CH:20]([CH2:28][CH3:29])[C:21]([O:23][C:24]([CH3:27])([CH3:26])[CH3:25])=[O:22]>>[C:9]([C:8]1[CH:11]=[CH:12][C:5]([N:4]([CH2:3][C:2]([F:17])([F:18])[F:1])[CH:20]([CH2:28][CH3:29])[C:21]([O:23][C:24]([CH3:27])([CH3:26])[CH3:25])=[O:22])=[CH:6][C:7]=1[C:13]([F:16])([F:14])[F:15])#[N:10]. Reported procedure: Synthesized as described in step B of example 1 using 4-[(2,2,2-trifluoroethyl)amino]-2-(trifluoromethyl)benzonitrile and tert-butyl 2-bromobutanoate: 1H NMR (400 MHz, CDCl3) δ 7.66 (d, J=8.8 Hz, 1H), 7.14 (d, J=2.7 Hz, 1H), 7.00 (dd, J=8.8, 2.8 Hz, 1H), 4.05 (m, 3H), 2.12 (m, 1H), 1.93 (m, 1H), 1.41 (s, 9H), 1.02 (t, J=7.5 Hz, 3H). Reactants: Clc1cccc2nc(N3CCNCC3)ccc12, O=C(NCc1ccc(F)cc1)C1(CCCCBr)c2ccccc2-c2ccccc21. Yields the product O=C(NCc1ccc(F)cc1)C1(CCCCN2CCN(c3ccc4c(Cl)cccc4n3)CC2)c2ccccc2-c2ccccc21. As a reaction SMILES: [Cl:30][c:31]1[c:32]2[cH:33][cH:34][c:35]([N:41]3[CH2:42][CH2:43][NH:44][CH2:45][CH2:46]3)[n:36][c:37]2[cH:38][cH:39][cH:40]1.[F:1][c:2]1[cH:3][cH:4][c:5]([CH2:6][NH:7][C:8](=[O:9])[C:10]2([CH2:23][CH2:24][CH2:25][CH2:26][Br:27])[c:11]3[cH:12][cH:13][cH:14][cH:15][c:16]3-[c:17]3[cH:18][cH:19][cH:20][cH:21][c:22]32)[cH:28][cH:29]1>>[F:1][c:2]1[cH:3][cH:4][c:5]([CH2:6][NH:7][C:8](=[O:9])[C:10]2([CH2:23][CH2:24][CH2:25][CH2:26][N:44]3[CH2:43][CH2:42][N:41]([c:35]4[cH:34][cH:33][c:32]5[c:31]([Cl:30])[cH:40][cH:39][cH:38][c:37]5[n:36]4)[CH2:46][CH2:45]3)[c:11]3[cH:12][cH:13][cH:14][cH:15][c:16]3-[c:17]3[cH:18][cH:19][cH:20][cH:21][c:22]32)[cH:28][cH:29]1. Starting materials: FC=1C=C(C=CC1F)C=1C=2N(C=CC1)N=C(N2)N[C@H]2[C@H](CN(CC2)C(=O)OC(C)(C)C)OC ((3S,4R)-tert-butyl 4-(8-(3,4-difluorophenyl)-[1,2,4]triazolo[1,5-a]pyridin-2-ylamino)-3-methoxypiperidine-1-carboxylate), Cl (HCl). Solvent: ClCCl (dichloromethane). Run at time 18 hour. The product is FC=1C=C(C=CC1F)C=1C=2N(C=CC1)N=C(N2)N[C@H]2[C@H](CN(CC2)C2=NC=NC(=C2)C)OC (8-(3,4-Difluorophenyl)-N-((3S,4R)-3-methoxy-1-(6-methylpyrimidin-4-yl)piperidin-4-yl)-[1,2,4]triazolo[1,5-a]pyridin-2-amine). Yield: 0.0%. Reaction SMILES: [F:1][C:2]1[CH:3]=[C:4]([C:9]2[C:10]3[N:11]([N:15]=[C:16]([NH:18][C@@H:19]4[CH2:24][CH2:23][N:22]([C:25](OC(C)(C)C)=O)[CH2:21][C@@H:20]4[O:32][CH3:33])[N:17]=3)[CH:12]=[CH:13][CH:14]=2)[CH:5]=[CH:6][C:7]=1[F:8].Cl>ClCCl>[F:1][C:2]1[CH:3]=[C:4]([C:9]2[C:10]3[N:11]([N:15]=[C:16]([NH:18][C@@H:19]4[CH2:24][CH2:23][N:22]([C:25]5[CH:20]=[C:19]([CH3:24])[N:18]=[CH:16][N:15]=5)[CH2:21][C@@H:20]4[O:32][CH3:33])[N:17]=3)[CH:12]=[CH:13][CH:14]=2)[CH:5]=[CH:6][C:7]=1[F:8]. Procedure: To a solution (3S,4R)-tert-butyl 4-(8-(3,4-difluorophenyl)-[1,2,4]triazolo[1,5-a]pyridin-2-ylamino)-3-methoxypiperidine-1-carboxylate (37 mg, 80.5 mol) in dichloromethane (1 mL) was added HCl (2 M in diethylether, 201 L, 403 mol) and the reaction mixture was stirred at room temperature for 18 hours. The mixture was then filtered and the white precipitate was washed with dichloromethane and diethylether and dried to afford the title compound (32 mg, 92%) as an off white solid. Reactants: CCc1c(O)ccc(C(C)=O)c1O, N#Cc1ccnc(Sc2cccc(CO)c2)c1. The product is CCc1c(OCc2cccc(Sc3cc(C#N)ccn3)c2)ccc(C(C)=O)c1O. As a reaction SMILES: [CH2:18]([CH3:19])[c:20]1[c:21]([OH:30])[c:22]([C:27]([CH3:28])=[O:29])[cH:23][cH:24][c:25]1[OH:26].[OH:1][CH2:2][c:3]1[cH:4][c:5]([S:9][c:10]2[n:11][cH:12][cH:13][c:14]([C:15]#[N:16])[cH:17]2)[cH:6][cH:7][cH:8]1>>[O:1]([CH2:2][c:3]1[cH:4][c:5]([S:9][c:10]2[n:11][cH:12][cH:13][c:14]([C:15]#[N:16])[cH:17]2)[cH:6][cH:7][cH:8]1)[c:25]1[c:20]([CH2:18][CH3:19])[c:21]([OH:30])[c:22]([C:27]([CH3:28])=[O:29])[cH:23][cH:24]1. Reactants: [Cl-].[NH4+] (ammonium chloride), ClC=1C=C(C=CC1OCC1CC1)C=1OC2=C(N1)CC(CC2)O (2-(3-chloro-4-(cyclopropylmethoxy)phenyl)-4,5,6,7-tetrahydro-1,3-benzoxazol-5-ol), ClCC(=O)N1CCOCC1 (4-(chloroacetyl)morpholine), CC(C)([O-])C.[K+] (potassium tert-butoxide). Solvent: C1CCOC1 (THF). Run at time 1 hour. The product is ClC=1C=C(C=CC1OCC1CC1)C=1OC2=C(N1)CC(CC2)OCC(=O)N2CCOCC2 (2-((2-(3-chloro-4-(cyclopropylmethoxy)phenyl)-4,5,6,7-tetrahydro-1,3-benzoxazol-5-yl)oxy)-1-(morpholin-4-yl)ethanone). RXN SMILES: [Cl:1][C:2]1[CH:3]=[C:4]([C:13]2[O:14][C:15]3[CH2:21][CH2:20][CH:19]([OH:22])[CH2:18][C:16]=3[N:17]=2)[CH:5]=[CH:6][C:7]=1[O:8][CH2:9][CH:10]1[CH2:12][CH2:11]1.Cl[CH2:24][C:25]([N:27]1[CH2:32][CH2:31][O:30][CH2:29][CH2:28]1)=[O:26].CC(C)([O-])C.[K+].[Cl-].[NH4+]>C1COCC1>[Cl:1][C:2]1[CH:3]=[C:4]([C:13]2[O:14][C:15]3[CH2:21][CH2:20][CH:19]([O:22][CH2:24][C:25]([N:27]4[CH2:32][CH2:31][O:30][CH2:29][CH2:28]4)=[O:26])[CH2:18][C:16]=3[N:17]=2)[CH:5]=[CH:6][C:7]=1[O:8][CH2:9][CH:10]1[CH2:11][CH2:12]1 |f:2.3,4.5|. Reported procedure: To a solution of 2-(3-chloro-4-(cyclopropylmethoxy)phenyl)-4,5,6,7-tetrahydro-1,3-benzoxazol-5-ol (5.63 g) and 4-(chloroacetyl)morpholine (4.58 mL) in THF (50 mL) was added potassium tert-butoxide (3.95 g), and the mixture was stirred for 1 hr under a nitrogen stream. To the reaction mixture was added saturated aqueous ammonium chloride solution, and the mixture was extracted with ethyl acetate. The organic layer was dried over anhydrous magnesium sulfate, and the solvent was evaporated under re...